This data is from the Open Reaction Database (ORD), a public repository of structured organic reaction records. The task is: describe an organic reaction: reactants, conditions, products, and yield Reactants: FC(F)Cl, CSc1nc(O)cc(OC(F)F)n1, [K+], C1COCCOCCOCCOCCOCCO1, C1COCCO1, [OH-], O. The product is CSc1nc(OC(F)F)cc(OC(F)F)n1. As a reaction SMILES: [Cl:33][CH:34]([F:35])[F:36].[F:1][CH:2]([O:3][c:4]1[n:5][c:6]([S:11][CH3:12])[n:7][c:8]([OH:10])[cH:9]1)[F:13].[K+:38].[O:15]1[CH2:16][CH2:17][O:18][CH2:19][CH2:20][O:21][CH2:22][CH2:23][O:24][CH2:25][CH2:26][O:27][CH2:28][CH2:29][O:30][CH2:31][CH2:32]1.[O:39]1[CH2:40][CH2:41][O:42][CH2:43][CH2:44]1.[OH-:37].[OH2:14]>>[F:1][CH:2]([O:3][c:4]1[n:5][c:6]([S:11][CH3:12])[n:7][c:8]([O:10][CH:34]([F:35])[F:36])[cH:9]1)[F:13]. Product: ClC1=CC=C(C=C1)CN1C(=NC2=C1C(CC2)O)C2CC2 (3-[(4-chlorophenyl)methyl]-2-cyclopropyl-3,4,5,6-tetrahydrocyclopenta[d]imidazol-4-ol). Starting materials: [BH4-].[Na+] (Sodium borohydride), ClC1=CC=C(C=C1)CN1C(=NC2=C1C(CC2)=O)C2CC2 (3-[(4-chlorophenyl)methyl]-2-cyclopropyl-5,6-dihydrocyclopenta[d]imidazol-4(3H)-one). The solvent is ClCCl (dichloromethane), CO (methanol). Yield: 39.2%. Reported procedure: Sodium borohydride (94 mg) was added to a stirred solution of Intermediate 29 (238 mg) in dichloromethane (3 ml) and methanol (3.00 ml). The reaction mixture was stirred for 16 hours. The reaction mixture was concentrated under vacuum, partitioned between EtOAc (20 ml) and water (15 ml). The two phases were separated and the aqueous phase was extracted again with EtOAc (2×10 ml). The phases were separated, the organic extracts were combined, dried (hydrophobic frit) and concentrated under vacuum... Run at time 16 hour. Reaction SMILES: [BH4-].[Na+].[Cl:3][C:4]1[CH:9]=[CH:8][C:7]([CH2:10][N:11]2[C:15]3[C:16](=[O:19])[CH2:17][CH2:18][C:14]=3[N:13]=[C:12]2[CH:20]2[CH2:22][CH2:21]2)=[CH:6][CH:5]=1>ClCCl.CO>[Cl:3][C:4]1[CH:5]=[CH:6][C:7]([CH2:10][N:11]2[C:15]3[CH:16]([OH:19])[CH2:17][CH2:18][C:14]=3[N:13]=[C:12]2[CH:20]2[CH2:21][CH2:22]2)=[CH:8][CH:9]=1 |f:0.1|.